This data is from the Open Reaction Database (ORD), a public repository of structured organic reaction records. The task is: describe an organic reaction: reactants, conditions, products, and yield Reactants: FC(C(=O)O)(F)F.BrC=1C=C(C=CC1C1CC(NS1(=O)=O)=O)C[C@@H](C=1NC(=CN1)C1=CC=CC=C1)NS(=O)(=O)C1=CC=CC=C1 (N-[(1S)-2-[3-bromo-4-(1,1-dioxido-3-oxoisothiazolidin-5-yl)phenyl]-1-(5-phenyl-1H-imidazol-2-yl)ethyl]benzenesulfonamide trifluoroacetate), CN(C=O)C (N,N-dimethylformamide). The reagents and catalysts are [C-]#N.[Zn+2].[C-]#N (zinc cyanide), C=1C=CC(=CC1)[P](C=2C=CC=CC2)(C=3C=CC=CC3)[Pd]([P](C=4C=CC=CC4)(C=5C=CC=CC5)C=6C=CC=CC6)([P](C=7C=CC=CC7)(C=8C=CC=CC8)C=9C=CC=CC9)[P](C=1C=CC=CC1)(C=1C=CC=CC1)C=1C=CC=CC1 (tetrakis(triphenylphosphine)palladium(0)). Product: FC(C(=O)O)(F)F.C(#N)C=1C=C(C=CC1C1CC(NS1(=O)=O)=O)C[C@@H](C=1NC(=CN1)C1=CC=CC=C1)NS(=O)(=O)C1=CC=CC=C1 (N-[(1S)-2-[3-Cyano-4-(1,1-dioxido-3-oxoisothiazolidin-5-yl)phenyl]-1-(5-phenyl-1H-imidazol-2-yl)ethyl]benzenesulfonamide trifluoroacetate). Yield: 60.0%. RXN SMILES: [F:1][C:2]([F:7])([F:6])[C:3]([OH:5])=[O:4].Br[C:9]1[CH:10]=[C:11]([CH2:23][C@H:24]([NH:36][S:37]([C:40]2[CH:45]=[CH:44][CH:43]=[CH:42][CH:41]=2)(=[O:39])=[O:38])[C:25]2[NH:26][C:27]([C:30]3[CH:35]=[CH:34][CH:33]=[CH:32][CH:31]=3)=[CH:28][N:29]=2)[CH:12]=[CH:13][C:14]=1[CH:15]1[S:19](=[O:21])(=[O:20])[NH:18][C:17](=[O:22])[CH2:16]1.[CH3:46][N:47](C)C=O>[C-]#N.[Zn+2].[C-]#N.C1C=CC([P]([Pd]([P](C2C=CC=CC=2)(C2C=CC=CC=2)C2C=CC=CC=2)([P](C2C=CC=CC=2)(C2C=CC=CC=2)C2C=CC=CC=2)[P](C2C=CC=CC=2)(C2C=CC=CC=2)C2C=CC=CC=2)(C2C=CC=CC=2)C2C=CC=CC=2)=CC=1>[F:1][C:2]([F:7])([F:6])[C:3]([OH:5])=[O:4].[C:46]([C:9]1[CH:10]=[C:11]([CH2:23][C@H:24]([NH:36][S:37]([C:40]2[CH:41]=[CH:42][CH:43]=[CH:44][CH:45]=2)(=[O:39])=[O:38])[C:25]2[NH:26][C:27]([C:30]3[CH:31]=[CH:32][CH:33]=[CH:34][CH:35]=3)=[CH:28][N:29]=2)[CH:12]=[CH:13][C:14]=1[CH:15]1[S:19](=[O:20])(=[O:21])[NH:18][C:17](=[O:22])[CH2:16]1)#[N:47] |f:0.1,3.4.5,7.8,^1:59,61,80,99|. Reported procedure: A solution of N-[(1S)-2-[3-bromo-4-(1,1-dioxido-3-oxoisothiazolidin-5-yl)phenyl]-1-(5-phenyl-1H-imidazol-2-yl)ethyl]benzenesulfonamide trifluoroacetate (3.5 mg, 4.8 μmol), zinc cyanide (1.7 mg, 14 μmol), tetrakis(triphenylphosphine)palladium(0) (1.11 mg, 960 nmol) and N,N-dimethylformamide (1.5 mL) was heated at 175° C. for 4 min in the microwave. The reaction filtered, concentrated in vacuo and purified by preparative LCMS to yield the desired product (2.0 mg, 60%). 1H NMR (400 MHz, CD3OD): δ 7... The reactants are COC1=CC(=C(C(=O)NC2=NC=NC=C2NC(C2=C(C=C(C=C2)OC)OCCSC)=O)C=C1)OCCSC (4,5-bis-[4-methoxy-2-(2-methylmercapto-ethoxy)-benzoylamino]pyrimidine). The solvent is P(=O)(Cl)(Cl)Cl (phosphorus oxychloride). Yields the product COC1=CC(=C(C=C1)C1=NC2=NC=NC=C2N1)OCCSC (8-[4-Methoxy-2-(2-methylmercapto-ethoxy)-phenyl]-purine). Reaction SMILES: COC1C=CC(C([NH:9][C:10]2[C:15]([NH:16][C:17](=O)[C:18]3[CH:23]=[CH:22][C:21]([O:24][CH3:25])=[CH:20][C:19]=3[O:26][CH2:27][CH2:28][S:29][CH3:30])=[CH:14][N:13]=[CH:12][N:11]=2)=O)=C(OCCSC)C=1>P(Cl)(Cl)(Cl)=O>[CH3:25][O:24][C:21]1[CH:22]=[CH:23][C:18]([C:17]2[NH:16][C:15]3[C:10](=[N:11][CH:12]=[N:13][CH:14]=3)[N:9]=2)=[C:19]([O:26][CH2:27][CH2:28][S:29][CH3:30])[CH:20]=1. Procedure details: An amount of 3.1 g of 4,5-bis-[4-methoxy-2-(2-methylmercapto-ethoxy)-benzoylamino]pyrimidine was refluxed in 25 ml of phosphorus oxychloride for two hours. After the phosphorus oxychloride was distilled off, the residue was taken up in water and filtered, and the product was precipitated by addition of sodium bicarbonate and recrystallized from ethanol. A further fraction was obtained by purification of the mother liquors over silicagel (eluate: methylene chloride/ethanol in a volume ratio of 19... The reactants are C(C)(C)(C)OC(=O)N[C@H]1CC2=CC(=CC=C2CC1)OS(=O)(=O)C(F)(F)F ((2R)2-tertbutoxycarbonylamino-7-trifluoromethanesulfonyloxy-tetraline), C(C)(C)OC(C)C (isopropyl ether). The solvent is C(Cl)Cl (CH2Cl2). The product is C(C)(C)(C)OC(=O)NC1CC2=CC(=CC=C2CC1)C=C (2-tertbutoxycarbonylamino-7-vinyl-tetraline). Reaction SMILES: [C:1]([O:5][C:6]([NH:8][C@@H:9]1[CH2:18][CH2:17][C:16]2[C:11](=[CH:12][C:13](OS(C(F)(F)F)(=O)=O)=[CH:14][CH:15]=2)[CH2:10]1)=[O:7])([CH3:4])([CH3:3])[CH3:2].[CH:27](OC(C)C)(C)[CH3:28]>C(Cl)Cl>[C:1]([O:5][C:6]([NH:8][CH:9]1[CH2:18][CH2:17][C:16]2[C:11](=[CH:12][C:13]([CH:27]=[CH2:28])=[CH:14][CH:15]=2)[CH2:10]1)=[O:7])([CH3:4])([CH3:3])[CH3:2]. Reported procedure: The compound is obtained by following the procedure described in Preparation I step b) but starting from the product obtained in step b) above. Yield: 7 g. M.p. 89°-91° C. (isopropyl ether). [α]D20 =+40° (c=0.3%, CH2Cl2). Reactants: C(OCC)(=O)Cl (ethyl chlorocarbonate), C1(=CC=CC=C1)C(SC1CCN(CC1)C)C1=CC=CC=C1 (4-(diphenylmethylthio)-1-methylpiperidine). Run in C1(=CC=CC=C1)C (toluene). Yields the product C1(=CC=CC=C1)C(SC1CCN(CC1)C(=O)OCC)C1=CC=CC=C1 (Ethyl 4-(diphenylmethylthio)-1-piperidinecarboxylate). Isolated yield 101.1%. As a reaction SMILES: [C:1](Cl)(=[O:5])[O:2][CH2:3][CH3:4].[C:7]1([CH:13]([C:22]2[CH:27]=[CH:26][CH:25]=[CH:24][CH:23]=2)[S:14][CH:15]2[CH2:20][CH2:19][N:18](C)[CH2:17][CH2:16]2)[CH:12]=[CH:11][CH:10]=[CH:9][CH:8]=1>C1(C)C=CC=CC=1>[C:22]1([CH:13]([C:7]2[CH:8]=[CH:9][CH:10]=[CH:11][CH:12]=2)[S:14][CH:15]2[CH2:20][CH2:19][N:18]([C:1]([O:2][CH2:3][CH3:4])=[O:5])[CH2:17][CH2:16]2)[CH:23]=[CH:24][CH:25]=[CH:26][CH:27]=1. Procedure: A quantity of 11.6 g of ethyl chlorocarbonate was added dropwise to a solution of 6.40 g of 4-(diphenylmethylthio)-1-methylpiperidine in 30 ml of toluene, and then the resulting mixture was refluxed for 2.5 hours. After cooling, the reaction mixture was washed with hydrochloric acid and water, dried and concentrated to give 7.73 g of pale yellowish brown solid, which were recrystallized from n-hexane to give colorless needles, mp 70°~71° C. The reactants are CNCC(O)c1ccc(O)cc1, CCN(C(C)C)C(C)C, Cc1c(CCl)sc2c(=O)c(C(=O)NCc3ccc(Cl)cc3)cn(C)c12, CN(C)C=O, O. The product is Cc1c(CN(C)CC(O)c2ccc(O)cc2)sc2c(=O)c(C(=O)NCc3ccc(Cl)cc3)cn(C)c12. Reaction SMILES: [CH3:26][NH:27][CH2:28][CH:29]([OH:30])[c:31]1[cH:32][cH:33][c:34]([OH:35])[cH:36][cH:37]1.[CH:38]([N:39]([CH:40]([CH3:41])[CH3:42])[CH2:43][CH3:44])([CH3:45])[CH3:46].[Cl:1][c:2]1[cH:3][cH:4][c:5]([CH2:6][NH:7][C:8](=[O:9])[c:10]2[c:11](=[O:23])[c:12]3[c:13]([n:14]([CH3:16])[cH:15]2)[c:17]([CH3:22])[c:18]([CH2:20][Cl:21])[s:19]3)[cH:24][cH:25]1.[O:47]=[CH:48][N:49]([CH3:50])[CH3:51].[OH2:52]>>[Cl:1][c:2]1[cH:3][cH:4][c:5]([CH2:6][NH:7][C:8](=[O:9])[c:10]2[c:11](=[O:23])[c:12]3[c:13]([n:14]([CH3:16])[cH:15]2)[c:17]([CH3:22])[c:18]([CH2:20][N:27]([CH3:26])[CH2:28][CH:29]([OH:30])[c:31]2[cH:32][cH:33][c:34]([OH:35])[cH:36][cH:37]2)[s:19]3)[cH:24][cH:25]1. Reactants: [Br-], [Br-], C[Mg+], [Cl-], [NH4+], C1CCOC1, O, c1ccc(C[N+]2=C(c3ccccc3)c3ccccc3CC2)cc1. The product is CC1(c2ccccc2)c2ccccc2CCN1Cc1ccccc1. As a reaction SMILES: [Br-:1].[Br-:25].[CH3:26][Mg+:27].[Cl-:28].[NH4+:29].[O:30]1[CH2:31][CH2:32][CH2:33][CH2:34]1.[OH2:35].[c:2]1([C:8]2=[N+:9]([CH2:18][c:19]3[cH:20][cH:21][cH:22][cH:23][cH:24]3)[CH2:10][CH2:11][c:12]3[cH:13][cH:14][cH:15][cH:16][c:17]32)[cH:3][cH:4][cH:5][cH:6][cH:7]1>>[c:2]1([C:8]2([CH3:26])[N:9]([CH2:18][c:19]3[cH:20][cH:21][cH:22][cH:23][cH:24]3)[CH2:10][CH2:11][c:12]3[cH:13][cH:14][cH:15][cH:16][c:17]32)[cH:3][cH:4][cH:5][cH:6][cH:7]1. Reactants: COC=1C=C(C=C(C1OC)OC)C=1SC2=C(N1)C=CC=C2 (2-(3,4,5-trimethoxyphenyl)benzothiazole), [Cl-].[Cl-].[Cl-].[Al+3] (aluminium trichloride), Cl (hydrochloric acid). Run in C(=S)=S (carbon disulphide). The product is OC1=C(C=C(C=C1OC)C=1SC2=C(N1)C=CC=C2)OC (2-(4-Hydroxy-3,5-dimethoxyphenyl)benzothiazole). The yield is 78.7%. As a reaction SMILES: [CH3:1][O:2][C:3]1[CH:4]=[C:5]([C:13]2[S:14][C:15]3[CH:21]=[CH:20][CH:19]=[CH:18][C:16]=3[N:17]=2)[CH:6]=[C:7]([O:11][CH3:12])[C:8]=1[O:9]C.[Cl-].[Cl-].[Cl-].[Al+3].Cl>C(=S)=S>[OH:9][C:8]1[C:3]([O:2][CH3:1])=[CH:4][C:5]([C:13]2[S:14][C:15]3[CH:21]=[CH:20][CH:19]=[CH:18][C:16]=3[N:17]=2)=[CH:6][C:7]=1[O:11][CH3:12] |f:1.2.3.4|. Reported procedure: A solution of 2-(3,4,5-trimethoxyphenyl)benzothiazole (4.0 g), aluminium trichloride (4.0 g) and carbon disulphide (75 cm3) was stirred at room temperature overnight. The reaction mixture was poured onto 20% hydrochloric acid (500 cm3) and extracted with ethyl acetate (3×50 cm3). The combined organic extracts were washed with water (2×250 cm3), dried (MgSO4), filtered and the filtrate evaporated down under reduced pressure. The solid residue was recrystallised from ethyl acetate to give 3.0 g (7...